This data is from the Open Reaction Database (ORD), a public repository of structured organic reaction records. The task is: describe an organic reaction: reactants, conditions, products, and yield Starting materials: C=1N=CN2C(NCCC21)=O (7,8-Dihydro-6H-imidazo[1,5-c]pyrimidin-5-one), BrCCF (1-bromo-2-fluoroethane). Solvent: C(C)#N (acetonitrile). Run at temperature 160 celsius. Yields the product [Br-].FCC[N+]1=CN2C(NCCC2=C1)=O (2-(2-Fluoro-ethyl)-5-oxo-5,6,7,8-tetrahydro-imidazo[1,5-c]pyrimidin-2-ium bromide). RXN SMILES: [CH:1]1[N:2]=[CH:3][N:4]2[C:9]=1[CH2:8][CH2:7][NH:6][C:5]2=[O:10].[Br:11][CH2:12][CH2:13][F:14]>C(#N)C>[Br-:11].[F:14][CH2:13][CH2:12][N+:2]1[CH:1]=[C:9]2[N:4]([C:5](=[O:10])[NH:6][CH2:7][CH2:8]2)[CH:3]=1 |f:3.4|. Procedure details: 7,8-Dihydro-6H-imidazo[1,5-c]pyrimidin-5-one (0.45 g, 3.28 mmol) was suspended in acetonitrile (4 ml) and 1-bromo-2-fluoroethane (0.326 ml, 4.38 mmol) added. The reaction mixture was heated in a microwave reactor at 160° C. for 1 hour, then the solvent evaporated and the crude reaction mixture purified by silica chromatography eluting with dichloromethane:methanol 9:1 to afford the titled compound. Starting materials: C(C)(C)(C)OC(NC1=C(C=C(C(=C1)C)Cl)NC(CC(=O)C1=CC(=CC=C1)C=1C=NC(=CC1)C(C)C)=O)=O ((4-chloro-2-{3-[3-(6-isopropyl-pyridin-3-yl)-phenyl]-3-oxo-propionylamino}-5-methyl-phenyl)-carbamic acid tert-butyl ester), C(=O)(C(F)(F)F)O (TFA). Solvent: C(Cl)Cl (CH2Cl2). The product is ClC=1C(=CC2=C(NC(CC(=N2)C2=CC(=CC=C2)C=2C=NC(=CC2)C(C)C)=O)C1)C (8-Chloro-4-[3-(6-isopropyl-pyridin-3-yl)-phenyl]-7-methyl-1,3-dihydro-benzo[b][1,4]diazepin-2-one), solid. Yield: 58.0%. RXN SMILES: C(OC(=O)[NH:7][C:8]1[CH:13]=[C:12]([CH3:14])[C:11]([Cl:15])=[CH:10][C:9]=1[NH:16][C:17](=[O:36])[CH2:18][C:19]([C:21]1[CH:26]=[CH:25][CH:24]=[C:23]([C:27]2[CH:28]=[N:29][C:30]([CH:33]([CH3:35])[CH3:34])=[CH:31][CH:32]=2)[CH:22]=1)=O)(C)(C)C.C(O)(C(F)(F)F)=O>C(Cl)Cl>[Cl:15][C:11]1[C:12]([CH3:14])=[CH:13][C:8]2[N:7]=[C:19]([C:21]3[CH:26]=[CH:25][CH:24]=[C:23]([C:27]4[CH:28]=[N:29][C:30]([CH:33]([CH3:35])[CH3:34])=[CH:31][CH:32]=4)[CH:22]=3)[CH2:18][C:17](=[O:36])[NH:16][C:9]=2[CH:10]=1. Procedure details: The title compound was prepared from (4-chloro-2-{3-[3-(6-isopropyl-pyridin-3-yl)-phenyl]-3-oxo-propionylamino}-5-methyl-phenyl)-carbamic acid tert-butyl ester (Example M161) (133 mg, 0.26 mmol) by treatment with TFA in CH2Cl2 according to the general procedure N. Obtained as an off-white solid (61 mg, 58%). The reactants are [Si](C)(C)(C(C)(C)C)O[C@H](/C=C/[C@H]1[C@@H](C[C@@H]2OC(C[C@@H]21)OC)O)CCC2=CC=CC=C2 ((3aR,4R5R,6aS)-4-((S,E)-3-(tert-Butyldimethylsilyloxy)-5-phenylpent-1-enyl)-2-methoxyhexahydro-2H-cyclopenta[b]furan-5-ol). Run in Cl.C1CCOC1 (HCl THF). The product is O[C@H](/C=C/[C@H]1[C@@H](C[C@@H]2OC(C[C@@H]21)O)O)CCC2=CC=CC=C2 ((3aR,4R,5R,6aS)-4-((S,E)-3-Hydroxy-5-phenylpent-1-enyl)hexa hydro-2H-cyclopenta[b]furan-2,5-diol), [SiH3]O (silanol). RXN SMILES: [Si:1]([O:8][C@@H:9]([CH2:23][CH2:24][C:25]1[CH:30]=[CH:29][CH:28]=[CH:27][CH:26]=1)/[CH:10]=[CH:11]/[C@@H:12]1[C@@H:19]2[C@@H:15]([O:16][CH:17]([O:20]C)[CH2:18]2)[CH2:14][C@H:13]1[OH:22])(C(C)(C)C)(C)C>Cl.C1COCC1>[OH:8][C@@H:9]([CH2:23][CH2:24][C:25]1[CH:26]=[CH:27][CH:28]=[CH:29][CH:30]=1)/[CH:10]=[CH:11]/[C@@H:12]1[C@@H:19]2[C@@H:15]([O:16][CH:17]([OH:20])[CH2:18]2)[CH2:14][C@H:13]1[OH:22].[SiH3:1][OH:8] |f:1.2|. Procedure details: Alcohol 93 (210 mg, 0.485 mmol) was stirred with 1.5% aqueous HCl/THF (3:2) (10 ml) at r.t. for 16 h. The mixture was extracted with CH2Cl2 (5×15 ml) and the combined organic phases were dried (MgSO4), filtered, and concentrated to give the triol 94 and silanol by-product as a clear, colourless oil. This material was taken forward for the subsequent transformation without purification. The reactants are BrCC(=O)NCC#C (2-bromo-N-(prop-2-yn-1-yl)acetamide), CN1CCNCC1 (N-methyl piperazine). Run in C(Cl)Cl (DCM), C(Cl)Cl (DCM). Run at time 16 hour. Yields the product CN1CCN(CC1)CC(=O)NCC#C (2-(4-methylpiperazin-1-yl)-N-(prop-2-yn-1-yl)acetamide). The yield is 48.9%. Reaction SMILES: Br[CH2:2][C:3]([NH:5][CH2:6][C:7]#[CH:8])=[O:4].[CH3:9][N:10]1[CH2:15][CH2:14][NH:13][CH2:12][CH2:11]1>C(Cl)Cl>[CH3:9][N:10]1[CH2:15][CH2:14][N:13]([CH2:2][C:3]([NH:5][CH2:6][C:7]#[CH:8])=[O:4])[CH2:12][CH2:11]1. Procedure: To a solution of 2-bromo-N-(prop-2-yn-1-yl)acetamide (0.7 g, 3.98 mmol) in DCM (10 mL) added N-methyl piperazine (0.66 mL, 5.96 mmol) drop wise. Reaction mixture stirred at rt for 16 h, diluted with DCM and washed with water and brine. The organic layer was dried over Na2SO4 and concentrated in vacuo. The crude residue was triturated with ether-pentane, affording the title compound (0.38 g, 49%); LCMS: m/z=196.15 (M+1); 1H NMR (300 MHz, DMSO-d6) δ 8.06 (d, J=6.1 Hz, 1H), 3.86 (dd, J=5.9, 2.5 Hz,... Starting materials: C1CCOC1, CC(C)c1noc(N2CCC(CO)CC2)n1, CS(=O)(=O)c1ccc(-c2ncc(O)cn2)cc1, CC(C)OC(=O)N=NC(=O)OC(C)C, c1ccc(P(c2ccccc2)c2ccccc2)cc1. Product: CC(C)c1noc(N2CCC(COc3cnc(-c4ccc(S(C)(=O)=O)cc4)nc3)CC2)n1. Reaction SMILES: [CH2:67]1[O:68][CH2:69][CH2:70][CH2:71]1.[CH3:18][CH:19]([CH3:20])[c:21]1[n:22][o:23][c:24]([N:26]2[CH2:27][CH2:28][CH:29]([CH2:32][OH:33])[CH2:30][CH2:31]2)[n:25]1.[CH3:1][S:2](=[O:3])(=[O:4])[c:5]1[cH:6][cH:7][c:8](-[c:11]2[n:12][cH:13][c:14]([OH:17])[cH:15][n:16]2)[cH:9][cH:10]1.[O:53]=[C:54]([O:55][CH:56]([CH3:57])[CH3:58])[N:59]=[N:60][C:61]([O:62][CH:63]([CH3:64])[CH3:65])=[O:66].[c:34]1([P:35]([c:36]2[cH:37][cH:38][cH:39][cH:40][cH:41]2)[c:42]2[cH:43][cH:44][cH:45][cH:46][cH:47]2)[cH:48][cH:49][cH:50][cH:51][cH:52]1>>[CH3:1][S:2](=[O:3])(=[O:4])[c:5]1[cH:6][cH:7][c:8](-[c:11]2[n:12][cH:13][c:14]([O:17][CH2:32][CH:29]3[CH2:28][CH2:27][N:26]([c:24]4[o:23][n:22][c:21]([CH:19]([CH3:18])[CH3:20])[n:25]4)[CH2:31][CH2:30]3)[cH:15][n:16]2)[cH:9][cH:10]1.